This data is from the Open Reaction Database (ORD), a public repository of structured organic reaction records. The task is: describe an organic reaction: reactants, conditions, products, and yield The reactants are CNC(=S)C1(c2cnc3ccccc3c2)CCCCC1=CC#N, O=C([O-])C(O)C(O)C(=O)[O-], CC(C)C[AlH]CC(C)C, Cc1ccccc1, ClCCl, [K+], [Na+]. Product: CNC(=S)C1(c2cnc3ccccc3c2)CCCCC1=CC=O. RXN SMILES: [C:1](#[N:2])[CH:3]=[C:4]1[C:5]([C:10]([NH:11][CH3:12])=[S:13])([c:14]2[cH:15][n:16][c:17]3[cH:18][cH:19][cH:20][cH:21][c:22]3[cH:23]2)[CH2:6][CH2:7][CH2:8][CH2:9]1.[C:40](=[O:41])([CH:42]([CH:43]([C:44]([O-:45])=[O:46])[OH:47])[OH:48])[O-:49].[CH3:24][CH:25]([CH2:26][AlH:27][CH2:28][CH:29]([CH3:30])[CH3:31])[CH3:32].[CH3:33][c:34]1[cH:35][cH:36][cH:37][cH:38][cH:39]1.[Cl:52][CH2:53][Cl:54].[K+:50].[Na+:51]>>[CH:1]([CH:3]=[C:4]1[C:5]([C:10]([NH:11][CH3:12])=[S:13])([c:14]2[cH:15][n:16][c:17]3[cH:18][cH:19][cH:20][cH:21][c:22]3[cH:23]2)[CH2:6][CH2:7][CH2:8][CH2:9]1)=[O:41]. Reactants: CC(=O)Nc1ccc2c(C=O)c[nH]c2c1, COc1cc(C(C)=O)cc(OC)c1OC. The product is COc1cc(C(=O)C=Cc2c[nH]c3cc(NC(C)=O)ccc23)cc(OC)c1OC. Reaction SMILES: [C:16]([CH3:17])(=[O:18])[NH:19][c:20]1[cH:21][cH:22][c:23]2[c:24]([CH:29]=[O:30])[cH:25][nH:26][c:27]2[cH:28]1.[CH3:1][O:2][c:3]1[cH:4][c:5]([C:13]([CH3:14])=[O:15])[cH:6][c:7]([O:11][CH3:12])[c:8]1[O:9][CH3:10]>>[CH3:1][O:2][c:3]1[cH:4][c:5]([C:13]([CH:14]=[CH:29][c:24]2[c:23]3[cH:22][cH:21][c:20]([NH:19][C:16]([CH3:17])=[O:18])[cH:28][c:27]3[nH:26][cH:25]2)=[O:15])[cH:6][c:7]([O:11][CH3:12])[c:8]1[O:9][CH3:10].